From a dataset of the Open Reaction Database (ORD), a public repository of structured organic reaction records. describe an organic reaction: reactants, conditions, products, and yield As a reaction SMILES: [CH2:1]([O:8][C:9]1[CH:14]=[CH:13][C:12]([C:15]2[O:16][C:17]3[CH:22]=[C:21]([O:23][CH2:24][C@@H:25]([NH:27][C:28](=[O:30])[CH3:29])[CH3:26])[N:20]=[CH:19][C:18]=3[N:31]=2)=[CH:11][C:10]=1[F:32])[C:2]1[CH:7]=[CH:6]C=CC=1.[F:33]C1(CO)CC1>>[F:32][C:10]1[CH:11]=[C:12]([C:15]2[O:16][C:17]3[CH:22]=[C:21]([O:23][CH2:24][C@@H:25]([NH:27][C:28](=[O:30])[CH3:29])[CH3:26])[N:20]=[CH:19][C:18]=3[N:31]=2)[CH:13]=[CH:14][C:9]=1[O:8][CH2:1][C:2]1([F:33])[CH2:6][CH2:7]1. The reactants are C(C1=CC=CC=C1)OC1=C(C=C(C=C1)C=1OC2=C(C=NC(=C2)OC[C@H](C)NC(C)=O)N1)F (N-((2S)-1-((2-(4-(benzyloxy)-3-fluorophenyl)[1,3]oxazolo[4,5-c]pyridin-6-yl)oxy)propan-2-yl)acetamide), FC1(CC1)CO ((1-fluorocyclopropyl)methanol). Product: FC=1C=C(C=CC1OCC1(CC1)F)C=1OC2=C(C=NC(=C2)OC[C@H](C)NC(C)=O)N1 (N-((2S)-1-((2-(3-fluoro-4-((1-fluorocyclopropyl)methoxy)phenyl) [1,3]oxazolo[4,5-c]pyridin-6-yl)oxy)propan-2-yl)acetamide). Procedure: Using N-((2S)-1-((2-(4-(benzyloxy)-3-fluorophenyl)[1,3]oxazolo[4,5-c]pyridin-6-yl)oxy)propan-2-yl)acetamide and (1-fluorocyclopropyl)methanol, and in the same manner as in Step A and Step B of Example 4, the title compound was obtained. The product is CN(Cc1ccc(Cl)c(Cl)c1)C(=O)C(Cc1ccc2ccccc2c1)N(CC=O)C(=O)OC(C)(C)C. Reaction SMILES: [C:50]([O-:51])(=[O:52])[CH3:53].[C:54]([O-:55])(=[O:56])[CH3:57].[C:58]([O-:59])(=[O:60])[CH3:61].[C:62]([O-:63])(=[O:64])[CH3:65].[C:67](=[O:68])([OH:69])[O-:70].[CH3:37][N+:38]1([O-:39])[CH2:40][CH2:42][O:41][CH2:43][CH2:44]1.[CH3:87][C:88](=[O:89])[CH3:90].[CH:72]([Cl:73])([Cl:74])[Cl:75].[Cl:1][c:2]1[cH:3][c:4]([CH2:5][N:6]([C:7]([CH:8]([CH2:9][c:10]2[cH:11][c:12]3[cH:13][cH:14][cH:15][cH:16][c:17]3[cH:18][cH:19]2)[N:20]([C:21](=[O:22])[O:23][C:24]([CH3:25])([CH3:26])[CH3:27])[CH2:28][CH:29]=[CH2:30])=[O:31])[CH3:32])[cH:33][cH:34][c:35]1[Cl:36].[Na+:49].[Na+:71].[O:82]1[CH2:83][CH2:84][CH2:85][CH2:86]1.[OH2:81].[Os:76](=[O:77])(=[O:78])(=[O:79])=[O:80].[Pb+4:66].[S:45](=[O:46])([OH:47])[O-:48]>>[Cl:1][c:2]1[cH:3][c:4]([CH2:5][N:6]([C:7]([CH:8]([CH2:9][c:10]2[cH:11][c:12]3[cH:13][cH:14][cH:15][cH:16][c:17]3[cH:18][cH:19]2)[N:20]([C:21](=[O:22])[O:23][C:24]([CH3:25])([CH3:26])[CH3:27])[CH2:28][CH:29]=[O:41])=[O:31])[CH3:32])[cH:33][cH:34][c:35]1[Cl:36]. Reactants: CC(=O)[O-], CC(=O)[O-], CC(=O)[O-], CC(=O)[O-], O=C([O-])O, C[N+]1([O-])CCOCC1, CC(C)=O, ClC(Cl)Cl, C=CCN(C(=O)OC(C)(C)C)C(Cc1ccc2ccccc2c1)C(=O)N(C)Cc1ccc(Cl)c(Cl)c1, [Na+], [Na+], C1CCOC1, O, O=[Os](=O)(=O)=O, [Pb+4], O=S([O-])O. Reactants: COC(=O)CC(=O)OC, CC(=O)[O-], CC1(C)CCC(C)(C)c2cc(OCCOc3ccc(C=O)cc3)ccc21, Cc1ccccc1, C1CC[NH2+]CC1. Yields the product COC(=O)C(=Cc1ccc(OCCOc2ccc3c(c2)C(C)(C)CCC3(C)C)cc1)C(=O)OC. As a reaction SMILES: [C:27]([CH2:28][C:29](=[O:30])[O:31][CH3:32])(=[O:33])[O:34][CH3:35].[C:36]([O-:37])(=[O:38])[CH3:39].[CH3:1][C:2]1([CH3:26])[c:3]2[cH:4][cH:5][c:6]([O:14][CH2:15][CH2:16][O:17][c:18]3[cH:19][cH:20][c:21]([CH:22]=[O:23])[cH:24][cH:25]3)[cH:7][c:8]2[C:9]([CH3:12])([CH3:13])[CH2:10][CH2:11]1.[CH3:46][c:47]1[cH:48][cH:49][cH:50][cH:51][cH:52]1.[NH2+:40]1[CH2:41][CH2:42][CH2:43][CH2:44][CH2:45]1>>[CH3:1][C:2]1([CH3:26])[c:3]2[cH:4][cH:5][c:6]([O:14][CH2:15][CH2:16][O:17][c:18]3[cH:19][cH:20][c:21]([CH:22]=[C:28]([C:27](=[O:33])[O:34][CH3:35])[C:29](=[O:30])[O:31][CH3:32])[cH:24][cH:25]3)[cH:7][c:8]2[C:9]([CH3:12])([CH3:13])[CH2:10][CH2:11]1. Starting materials: O=C([O-])[O-], CCO, COCCOC, OB(O)c1ccc(O)c(F)c1, CC(C)n1nc(I)c2c(N)ncnc21, [Na+], [Na+], c1ccc(P(c2ccccc2)(c2ccccc2)[Pd](P(c2ccccc2)(c2ccccc2)c2ccccc2)(P(c2ccccc2)(c2ccccc2)c2ccccc2)P(c2ccccc2)(c2ccccc2)c2ccccc2)cc1. The product is CC(C)n1nc(-c2ccc(O)c(F)c2)c2c(N)ncnc21. As a reaction SMILES: [C:26](=[O:27])([O-:28])[O-:29].[CH3:32][CH2:33][OH:34].[CH3:35][O:36][CH2:37][CH2:38][O:39][CH3:40].[F:1][c:2]1[cH:3][c:4]([B:9]([OH:10])[OH:11])[cH:5][cH:6][c:7]1[OH:8].[I:12][c:13]1[n:14][n:15]([CH:23]([CH3:24])[CH3:25])[c:16]2[n:17][cH:18][n:19][c:20]([NH2:22])[c:21]12.[Na+:30].[Na+:31].[cH:41]1[cH:42][cH:43][c:44]([P:45]([Pd:46]([P:47]([c:48]2[cH:49][cH:50][cH:51][cH:52][cH:53]2)([c:54]2[cH:55][cH:56][cH:57][cH:58][cH:59]2)[c:60]2[cH:61][cH:62][cH:63][cH:64][cH:65]2)([P:66]([c:67]2[cH:68][cH:69][cH:70][cH:71][cH:72]2)([c:73]2[cH:74][cH:75][cH:76][cH:77][cH:78]2)[c:79]2[cH:80][cH:81][cH:82][cH:83][cH:84]2)[P:85]([c:86]2[cH:87][cH:88][cH:89][cH:90][cH:91]2)([c:92]2[cH:93][cH:94][cH:95][cH:96][cH:97]2)[c:98]2[cH:99][cH:100][cH:101][cH:102][cH:103]2)([c:104]2[cH:105][cH:106][cH:107][cH:108][cH:109]2)[c:110]2[cH:111][cH:112][cH:113][cH:114][cH:115]2)[cH:116][cH:117]1>>[F:1][c:2]1[cH:3][c:4](-[c:13]2[n:14][n:15]([CH:23]([CH3:24])[CH3:25])[c:16]3[n:17][cH:18][n:19][c:20]([NH2:22])[c:21]23)[cH:5][cH:6][c:7]1[OH:8].